From a dataset of the Open Reaction Database (ORD), a public repository of structured organic reaction records. describe an organic reaction: reactants, conditions, products, and yield As a reaction SMILES: [Br:28][CH2:29][C:30](=[O:31])[O:32][CH2:33][CH3:34].[CH3:1][c:2]1[cH:3][cH:4][c:5]([CH2:6][C:7](=[O:8])[NH:9][CH:10]2[C:11](=[O:19])[NH:12][c:13]3[cH:14][cH:15][cH:16][cH:17][c:18]32)[cH:20][cH:21]1.[CH3:22][C:23]([CH3:24])([O-:25])[CH3:26].[CH3:37][S:38](=[O:39])[CH3:40].[Cl-:36].[K+:27].[Na+:35]>>[CH3:1][c:2]1[cH:3][cH:4][c:5]([CH2:6][C:7](=[O:8])[NH:9][C:10]2([CH2:29][C:30](=[O:31])[O:32][CH2:33][CH3:34])[C:11](=[O:19])[NH:12][c:13]3[cH:14][cH:15][cH:16][cH:17][c:18]32)[cH:20][cH:21]1. The product is CCOC(=O)CC1(NC(=O)Cc2ccc(C)cc2)C(=O)Nc2ccccc21. The reactants are CCOC(=O)CBr, Cc1ccc(CC(=O)NC2C(=O)Nc3ccccc32)cc1, CC(C)(C)[O-], CS(C)=O, [Cl-], [K+], [Na+]. Reactants: OC1=C(C=C(C#N)C=C1)OC (4-hydroxy-3-methoxybenzonitrile), BrCCCCBr (1,4-dibromobutane). Yields the product BrCCCCOC1=C(C=C(C#N)C=C1)OC (4-(4-Bromobutoxy)-3-methoxybenzonitrile). As a reaction SMILES: [OH:1][C:2]1[CH:9]=[CH:8][C:5]([C:6]#[N:7])=[CH:4][C:3]=1[O:10][CH3:11].[Br:12][CH2:13][CH2:14][CH2:15][CH2:16]Br>>[Br:12][CH2:13][CH2:14][CH2:15][CH2:16][O:1][C:2]1[CH:9]=[CH:8][C:5]([C:6]#[N:7])=[CH:4][C:3]=1[O:10][CH3:11]. Reported procedure: The procedure is as for Example 53, Step A, using as substrate 4-hydroxy-3-methoxybenzonitrile and 1,4-dibromobutane. Reactants: ClC1=NC=CC(=C1)C1=C(N=C(S1)CC)C1=CC=C(C=C1)F (2-chloro-4-[2-ethyl-4-(4-fluorophenyl)-1,3-thiazol-5-yl]pyridine), C(C1=CC=CC=C1)N (benzylamine). Reaction conditions: temperature 180 celsius, time 16 hour. Product: C(C1=CC=CC=C1)NC1=NC=CC(=C1)C1=C(N=C(S1)CC)C1=CC=C(C=C1)F (N-Benzyl-4-[2-ethyl-4-(4-fluorophenyl)-1,3-thiazol-5-yl]pyridine-2-amine). As a reaction SMILES: Cl[C:2]1[CH:7]=[C:6]([C:8]2[S:12][C:11]([CH2:13][CH3:14])=[N:10][C:9]=2[C:15]2[CH:20]=[CH:19][C:18]([F:21])=[CH:17][CH:16]=2)[CH:5]=[CH:4][N:3]=1.[CH2:22]([NH2:29])[C:23]1[CH:28]=[CH:27][CH:26]=[CH:25][CH:24]=1>>[CH2:22]([NH:29][C:2]1[CH:7]=[C:6]([C:8]2[S:12][C:11]([CH2:13][CH3:14])=[N:10][C:9]=2[C:15]2[CH:20]=[CH:19][C:18]([F:21])=[CH:17][CH:16]=2)[CH:5]=[CH:4][N:3]=1)[C:23]1[CH:28]=[CH:27][CH:26]=[CH:25][CH:24]=1. Procedure details: With stirring, a mixture of 5.24 g (16.4 mmol) of 2-chloro-4-[2-ethyl-4-(4-fluorophenyl)-1,3-thiazol-5-yl]pyridine and 25 ml benzylamine is heated at 180° C. After 16 h, the reaction mixture is concentrated under reduced pressure, the residue is taken up in 100 ml of MTBE, the resulting precipitate is filtered off and the filtrate is concentrated again. The residue is then purified by column chromatography on silica gel (cyclohexane/ethyl acetate). This gives 4.75 g (88%) of the desired product;... Starting materials: [Br-], C1CCOC1, CCOC(C)=O, C[Mg+], [Cl-], CON(C)C(=O)c1ccc(F)nc1F, [NH4+]. Product: CC(=O)c1ccc(F)nc1F. Reaction SMILES: [Br-:1].[CH2:26]1[O:27][CH2:28][CH2:29][CH2:30]1.[CH3:20][CH2:21][O:22][C:23](=[O:24])[CH3:25].[CH3:2][Mg+:3].[Cl-:18].[F:4][c:5]1[c:6]([C:7](=[O:8])[N:9]([O:10][CH3:11])[CH3:12])[cH:13][cH:14][c:15]([F:17])[n:16]1.[NH4+:19]>>[F:4][c:5]1[c:6]([C:7](=[O:8])[CH3:20])[cH:13][cH:14][c:15]([F:17])[n:16]1.